From a dataset of the Open Reaction Database (ORD), a public repository of structured organic reaction records. describe an organic reaction: reactants, conditions, products, and yield Reactants: Cl, CC(C)(C)OC(=O)N1CCCNC(=O)C1Cc1ccc(OC(F)(F)F)cc1, C1COCCO1. The product is Cl, O=C1NCCCNC1Cc1ccc(OC(F)(F)F)cc1. Reaction SMILES: [ClH:28].[O:1]=[C:2]1[CH:3]([CH2:16][c:17]2[cH:18][cH:19][c:20]([O:23][C:24]([F:25])([F:26])[F:27])[cH:21][cH:22]2)[N:4]([C:9]([O:10][C:11]([CH3:12])([CH3:13])[CH3:14])=[O:15])[CH2:5][CH2:6][CH2:7][NH:8]1.[O:29]1[CH2:30][CH2:31][O:32][CH2:33][CH2:34]1>>[ClH:28].[O:1]=[C:2]1[CH:3]([CH2:16][c:17]2[cH:18][cH:19][c:20]([O:23][C:24]([F:25])([F:26])[F:27])[cH:21][cH:22]2)[NH:4][CH2:5][CH2:6][CH2:7][NH:8]1. Starting materials: FC1=CC=C(CN2C(=CC3=CC(=CC=C23)S(=O)(=O)C)C(O)C=2SC=CN2)C=C1 ((1-(4-fluorobenzyl)-5-methanesulfonylindol-2-yl)(thiazol-2-yl)-methanol). The reagents and catalysts are [O-2].[O-2].[Mn+4] (manganese dioxide). The solvent is ClCCl (dichloromethane). Reaction conditions: time 30 minute. The product is FC1=CC=C(CN2C(=CC3=CC(=CC=C23)S(=O)(=O)C)C(=O)C=2SC=CN2)C=C1 (1-(4-fluorobenzyl)-5-methanesulfonyl-2-(2-thiazolylcarbonyl)indole). Yield: 45.7%. As a reaction SMILES: [F:1][C:2]1[CH:28]=[CH:27][C:5]([CH2:6][N:7]2[C:15]3[C:10](=[CH:11][C:12]([S:16]([CH3:19])(=[O:18])=[O:17])=[CH:13][CH:14]=3)[CH:9]=[C:8]2[CH:20]([C:22]2[S:23][CH:24]=[CH:25][N:26]=2)[OH:21])=[CH:4][CH:3]=1>ClCCl.[O-2].[O-2].[Mn+4]>[F:1][C:2]1[CH:3]=[CH:4][C:5]([CH2:6][N:7]2[C:15]3[C:10](=[CH:11][C:12]([S:16]([CH3:19])(=[O:17])=[O:18])=[CH:13][CH:14]=3)[CH:9]=[C:8]2[C:20]([C:22]2[S:23][CH:24]=[CH:25][N:26]=2)=[O:21])=[CH:27][CH:28]=1 |f:2.3.4|. Reported procedure: To absolution of the compound obtained in Example 27 (5) (110 mg) in dichloromethane (20 ml), manganese dioxide (900 mg) was added at 15 to 30° C. and the mixture was stirred for 30 minutes. The reaction solution was then filtered through Celite and concentrated under reduced pressure. The resulting residue was subjected to silica gel preparative thin-layer chromatography (hexane:ethyl acetate=1:1) to obtain 50 mg of the desired products as a yellow powder. The reactants are compound 249, ClC1=NC=C(C(=N1)N[C@@H](C)C=1N(C(C2=C(C=CC=C2C1)C)=O)C1=CC=CC=C1)Cl ((S)-3-(1-(2,5-dichloropyrimidin-4-ylamino)ethyl)-8-methyl-2-phenylisoquinolin-1(2H)-one), ClC1=NC=C(C(=N1)N[C@@H](C)C=1N(C(C2=C(C=CC=C2C1)C)=O)C1=CC=CC=C1)Cl ((S)-3-(1-(2,5-dichloropyrimidin-4-ylamino)ethyl)-8-methyl-2-phenylisoquinolin-1(2H)-one), O.N (ammonia water). Reaction conditions: temperature 150 celsius, time 16 hour. Yields the product NC1=NC=C(C(=N1)N[C@@H](C)C=1N(C(C2=C(C=CC=C2C1)C)=O)C1=CC=CC=C1)Cl ((S)-3-(1-(2-amino-5-chloropyrimidin-4-ylamino)ethyl)-8-methyl-2-phenylisoquinolin-1(2H)-one). Isolated yield 49.6%. As a reaction SMILES: Cl[C:2]1[N:7]=[C:6]([NH:8][C@H:9]([C:11]2[N:12]([C:23]3[CH:28]=[CH:27][CH:26]=[CH:25][CH:24]=3)[C:13](=[O:22])[C:14]3[C:19]([CH:20]=2)=[CH:18][CH:17]=[CH:16][C:15]=3[CH3:21])[CH3:10])[C:5]([Cl:29])=[CH:4][N:3]=1.O.[NH3:31]>>[NH2:31][C:2]1[N:7]=[C:6]([NH:8][C@H:9]([C:11]2[N:12]([C:23]3[CH:24]=[CH:25][CH:26]=[CH:27][CH:28]=3)[C:13](=[O:22])[C:14]3[C:19]([CH:20]=2)=[CH:18][CH:17]=[CH:16][C:15]=3[CH3:21])[CH3:10])[C:5]([Cl:29])=[CH:4][N:3]=1 |f:1.2|. Procedure: A mixture of (S)-3-(1-(2,5-dichloropyrimidin-4-ylamino)ethyl)-8-methyl-2-phenylisoquinolin-1(2H)-one (compound 5101) (85 mg, 0.20 mmol) in ammonia water (15 mL) in a sealed tube was stirred at 150° C. for 16 h. The solution was allowed to cool to room temperature and then partitioned between water (30 mL) and ethyl acetate (3×30 mL). The combined organic layer was washed with brine (2×20 mL), dried over anhydrous Na2SO4 and filtered. The filtrate was concentrated in vacuo to afford the desired p... The reactants are [Cl-].[Al+3].[Cl-].[Cl-] (aluminium chloride), CC1=C(C=NO1)C(=O)Cl (5-methylisoxazole-4-carbonyl chloride), ClC1=CC=CC=C1 (chlorobenzene). Conditions: temperature 80 celsius, time 16 hour. Yields the product ClC1=CC=C(C(=O)C=2C=NOC2C)C=C1 (4-(4-chlorobenzoyl)-5-methylisoxazole). Reaction SMILES: [Cl-].[Al+3].[Cl-].[Cl-].[CH3:5][C:6]1[O:10][N:9]=[CH:8][C:7]=1[C:11](Cl)=[O:12].[Cl:14][C:15]1[CH:20]=[CH:19][CH:18]=[CH:17][CH:16]=1>>[Cl:14][C:15]1[CH:20]=[CH:19][C:18]([C:11]([C:7]2[CH:8]=[N:9][O:10][C:6]=2[CH3:5])=[O:12])=[CH:17][CH:16]=1 |f:0.1.2.3|. Reported procedure: A mixture of aluminium chloride (16 g) and 5-methylisoxazole-4-carbonyl chloride (5.0 g) in dry chlorobenzene (50 ml) was stirred in an atmosphere of nitrogen for 16 hours. The mixture was heated to 80° C. for 1.5 hours. The cooled mixture was quenched with excess ice and extracted with ethyl acetate (3×200 ml). The combined organic layers were washed with water (3×500 ml), dried (anhydrous magnesium sulphate) and filtered. The filtrate was evaporated to dryness. The residue was purified by chro... Reaction conditions: time 30 minute. Product: 6-12, C(C)(=O)OC1=CC=2N(CC(C2C2=C1NC=C2C)CCl)C(=O)C=2NC1=CC=C(C=C1C2)N2C(=CC1=CC=CC=C21)C(=O)N (2-[[5-(acetyloxy)-1-(chloromethyl)-1,6-dihydro-8-methylbenzo [1,2-b: 4,3-b']dipyrrol-3(2H)-yl]carbonyl]-1H-indol-5-yl-1H-Indole-2-carboxamide). RXN SMILES: [Cl:1][CH2:2][C@@H:3]1[CH2:7][N:6]([C:8]([C:10]2[NH:11][C:12]3[C:17]([CH:18]=2)=[CH:16][C:15](NC(C2NC4C(C=2)=CC=CC=4)=O)=[CH:14][CH:13]=3)=[O:9])[C:5]2[CH:31]=[C:32]([OH:39])[C:33]3[NH:34][CH:35]=[C:36]([CH3:38])[C:37]=3[C:4]1=2>N1C=CC=CC=1>[C:32]([O:39][C:32]1[C:33]2[NH:34][CH:35]=[C:36]([CH3:38])[C:37]=2[C:4]2[CH:3]([CH2:2][Cl:1])[CH2:7][N:6]([C:8]([C:10]3[NH:11][C:12]4[C:17]([CH:18]=3)=[CH:16][C:15]([N:11]3[C:12]5[C:17](=[CH:16][CH:15]=[CH:14][CH:13]=5)[CH:18]=[C:10]3[C:8]([NH2:6])=[O:9])=[CH:14][CH:13]=4)=[O:9])[C:5]=2[CH:31]=1)(=[O:39])[CH3:31]. Reported procedure: 15 mg (0.028 mmol) of (S)-N-[2-[[1-(chloromethyl)-1,6-dihydro-5-hydroxy-8-methylbenzo[1,2-b:4,3-b']dipyrrol-3(2H)-yl]carbonyl]-1H-indol-5-yl]-1H-Indole-2-carboxamide is dissolved in 2 ml of dry pyridine at 5° C., degassed with nitrogen and treated with 0.005 ml of acetyl chloride. After 30 min. at 5° C., the solution is warmed to room temperature, quenched with 1 ml of water, diluted with 50 ml of ethyl acetate, and washed with two 20 ml portions of 1:1 brine/1N hydrochloric acid, and then brine... Solvent: N1=CC=CC=C1 (pyridine). Reactants: ClC[C@H]1C2=C(N(C1)C(=O)C=1NC3=CC=C(C=C3C1)NC(=O)C=1NC3=CC=CC=C3C1)C=C(C=1NC=C(C12)C)O ((S)-N-[2-[[1-(chloromethyl)-1,6-dihydro-5-hydroxy-8-methylbenzo[1,2-b:4,3-b']dipyrrol-3(2H)-yl]carbonyl]-1H-indol-5-yl]-1H-Indole-2-carboxamide).